Dataset: the Open Reaction Database (ORD), a public repository of structured organic reaction records. Task: describe an organic reaction: reactants, conditions, products, and yield Reactants: ClC1=NC=C(C=C1)CCl (2-chloro-5-pyridylmethyl chloride), [N+](=O)([O-])C=C1SCCN1 (2-Nitromethylenethiazolidine), [H][H] (hydrogen), [H-].[Na+] (sodium hydride). Solvent: C(C)#N (acetonitrile), C(C)#N (acetonitrile). Reaction conditions: time 1 day. Product: ClC1=NC=C(C=C1)CN1C(SCC1)=C[N+](=O)[O-] (3-(2-chloro-5-pyridylmethyl)-2-nitromethylenethiazolidine). Yield: 29.8%. As a reaction SMILES: [N+:1]([CH:4]=[C:5]1[NH:9][CH2:8][CH2:7][S:6]1)([O-:3])=[O:2].[H-].[Na+].[H][H].[Cl:14][C:15]1[CH:20]=[CH:19][C:18]([CH2:21]Cl)=[CH:17][N:16]=1>C(#N)C>[Cl:14][C:15]1[CH:20]=[CH:19][C:18]([CH2:21][N:9]2[CH2:8][CH2:7][S:6][C:5]2=[CH:4][N+:1]([O-:3])=[O:2])=[CH:17][N:16]=1 |f:1.2|. Procedure: 2-Nitromethylenethiazolidine (2.9 g) was dissolved in dry acetonitrile (30 ml), and 60% sodium hydride (0.9 g) was added at room temperature in a stream of nitrogen. Subsequently, the mixture was stirred at room temperature until the generation of hydrogen ceased. Then, a solution of 2-chloro-5-pyridylmethyl chloride (3.2 g) in dry acetonitrile (5 ml) was added at room temperature, and the mixture was stirred at room temperature for 1 day. Acetonitrile was then distilled off under reduced pressu... The reactants are OC1=CC=C(C=C1)\C=C\C(CC(\C=C\C1=CC=C2C=CNC2=C1)=O)=O ((1E,6E)-1-(4-hydroxyphenyl)-7-(1H-indol-6-yl)hepta-1,6-diene-3,5-dione), CN(C1=CC=C(C=C1)\C=C\C(CC(\C=C\C1=CC(=C(C=C1)O)OC)=O)=O)C ((1E,6E)-1-(4-dimethylaminophenyl)-7-(4-hydroxy-3-methoxyphenyl)hepta-1,6-diene-3,5-dione). The product is OC1=CC=C(C=C1)CCC(CC(CCC1=CC=C2C=CNC2=C1)=O)=O (1-(4-hydroxyphenyl)-7-(1H-indol-6-yl)heptane-3,5-dione), gum. Yield: 66.0%. Reaction SMILES: [OH:1][C:2]1[CH:7]=[CH:6][C:5](/[CH:8]=[CH:9]/[C:10](=[O:25])[CH2:11][C:12](=[O:24])/[CH:13]=[CH:14]/[C:15]2[CH:23]=[C:22]3[C:18]([CH:19]=[CH:20][NH:21]3)=[CH:17][CH:16]=2)=[CH:4][CH:3]=1.CN(C)C1C=CC(/C=C/C(=O)CC(=O)/C=C/C2C=CC(O)=C(OC)C=2)=CC=1>>[OH:1][C:2]1[CH:7]=[CH:6][C:5]([CH2:8][CH2:9][C:10](=[O:25])[CH2:11][C:12](=[O:24])[CH2:13][CH2:14][C:15]2[CH:23]=[C:22]3[C:18]([CH:19]=[CH:20][NH:21]3)=[CH:17][CH:16]=2)=[CH:4][CH:3]=1. Procedure details: The title compound was synthesized using the same procedure employed for Example 372, but with (1E,6E)-1-(4-hydroxyphenyl)-7-(1H-indol-6-yl)hepta-1,6-diene-3,5-dione (28 mg, 85 μmol, synthesized in Example 149) as the starting material instead of (1E,6E)-1-(4-dimethylaminophenyl)-7-(4-hydroxy-3-methoxyphenyl)hepta-1,6-diene-3,5-dione, and was purified by silica gel column chromatography eluting with hexane/ethyl acetate=75/25 to 65/35. The product was obtained as a gum (18.4 mg, 66%) having the ... Starting materials: CC1(CNC(C2=CC=CC=C12)C1=CC=C(C=C1)C(F)(F)F)C (4,4-dimethyl-1-(4-(trifluoromethyl)phenyl)-1,2,3,4-tetrahydroisoquinoline), C(C)(C)N=C=O (iso-propyl isocyanate). The solvent is ClCCCl (DCE). Conditions: time 1 hour. Product: C(C)(C)NC(=O)N1C(C2=CC=CC=C2C(C1)(C)C)C1=CC=C(C=C1)C(F)(F)F (N-Isopropyl-4,4-dimethyl-1-(4-(trifluoromethyl)phenyl)-3,4-dihydro-isoquinoline-2(1H)-carboxamide). As a reaction SMILES: [CH3:1][C:2]1([CH3:22])[C:11]2[C:6](=[CH:7][CH:8]=[CH:9][CH:10]=2)[CH:5]([C:12]2[CH:17]=[CH:16][C:15]([C:18]([F:21])([F:20])[F:19])=[CH:14][CH:13]=2)[NH:4][CH2:3]1.[CH:23]([N:26]=[C:27]=[O:28])([CH3:25])[CH3:24]>ClCCCl>[CH:23]([NH:26][C:27]([N:4]1[CH2:3][C:2]([CH3:22])([CH3:1])[C:11]2[C:6](=[CH:7][CH:8]=[CH:9][CH:10]=2)[CH:5]1[C:12]1[CH:17]=[CH:16][C:15]([C:18]([F:21])([F:19])[F:20])=[CH:14][CH:13]=1)=[O:28])([CH3:25])[CH3:24]. Procedure details: A 25-mL round-bottomed flask was charged with 4,4-dimethyl-1-(4-(trifluoromethyl)phenyl)-1,2,3,4-tetrahydroisoquinoline (366 mg, 1.2 mmol), iso-propyl isocyanate (141 μL, 1.4 mmol), DCE (5 mL) and stirred at RT for 1 h. Then the solvent was removed under vacuum and the product was purified by recrystallization from a mixture of ether/hexane. MS (ESI, positive ion) m/z: 391 (M+H). The reactants are FC(C1=C(C(=NO1)C1=CC=C(S1)C(=O)O)C)(F)F (5-(5-Trifluoromethyl-4-methyl-isoxazol-3-yl)-thiophene-2-carboxylic acid), CN(C(OC(C)(C)C)=O)C[C@@H]1CNCCC1 (tert-butyl methyl[(3S)-piperidin-3-ylmethyl]carbamate), Cl.CN[C@H]1CN(CCC1)C(=O)C=1SC(=CC1)C1=NOC(=C1C)C(F)(F)F ((3R)-N-methyl-1-({5-[4-methyl-5-(trifluoromethyl)isoxazol-3-yl]thien-2-yl}carbonyl)piperidin-3-amine, hydrochloride), intermediate. Product: Cl.CN[C@@H]1CN(CCC1)C(=O)C=1SC(=CC1)C1=NOC(=C1C)C(F)(F)F ((3S)-N-methyl-1-({5-[4-methyl-5-(trifluoromethyl)isoxazol-3-yl]thien-2-yl}carbonyl)piperidin-3-amine, hydrochloride). RXN SMILES: FC(F)(F)C1ON=C(C2SC(C(O)=O)=CC=2)C=1C.CN(C[C@H]1CCCNC1)C(=O)OC(C)(C)C.[ClH:35].[CH3:36][NH:37][C@@H:38]1[CH2:43][CH2:42][CH2:41][N:40]([C:44]([C:46]2[S:47][C:48]([C:51]3[C:55]([CH3:56])=[C:54]([C:57]([F:60])([F:59])[F:58])[O:53][N:52]=3)=[CH:49][CH:50]=2)=[O:45])[CH2:39]1>>[ClH:35].[CH3:36][NH:37][C@H:38]1[CH2:43][CH2:42][CH2:41][N:40]([C:44]([C:46]2[S:47][C:48]([C:51]3[C:55]([CH3:56])=[C:54]([C:57]([F:60])([F:59])[F:58])[O:53][N:52]=3)=[CH:49][CH:50]=2)=[O:45])[CH2:39]1 |f:2.3,4.5|. Procedure details: Prepared from 5-(5-Trifluoromethyl-4-methyl-isoxazol-3-yl)-thiophene-2-carboxylic acid and tert-butyl methyl[(3S)-piperidin-3-ylmethyl]carbamate (Preparative Example 36, presumed quantitative yield, 4.48 mmol) in the same manner as the 3R isomer (Example 93) to afford Boc-protected intermediate as a colorless oil (1.51 g, 71%). LC/MS 7.32 min, [M+1]+ 474. The product was obtained as a colorless free-flowing powder (1.06 g, 81%, some loss of material had occurred on rotary evaporation). LC/MS 4.5... Reactants: CCOC(=O)CCBr, CCOCC, CCOC(C)=O, CC#N, Cl, Fc1ccc2c(C3CCNCC3)nsc2c1, [K+], [K+], O=C([O-])[O-], O. Yields the product Cl, CCOC(=O)CCN1CCC(c2nsc3cc(F)ccc23)CC1. Reaction SMILES: [Br:17][CH2:18][CH2:19][C:20](=[O:21])[O:22][CH2:23][CH3:24].[CH3:32][CH2:33][O:34][CH2:35][CH3:36].[CH3:37][CH2:38][O:39][C:40]([CH3:41])=[O:42].[CH3:44][C:45]#[N:46].[ClH:31].[F:1][c:2]1[cH:3][c:4]2[c:5]([c:6]([CH:9]3[CH2:10][CH2:11][NH:12][CH2:13][CH2:14]3)[n:7][s:8]2)[cH:15][cH:16]1.[K+:25].[K+:26].[O-:27][C:28]([O-:29])=[O:30].[OH2:43]>>[ClH:31].[F:1][c:2]1[cH:3][c:4]2[c:5]([c:6]([CH:9]3[CH2:10][CH2:11][N:12]([CH2:18][CH2:19][C:20](=[O:21])[O:22][CH2:23][CH3:24])[CH2:13][CH2:14]3)[n:7][s:8]2)[cH:15][cH:16]1. Reactants: [C-]#N.[K+] (potassium cyanide), Cl.N1(CCCCC1)CC1C(C2=CC=C(C=C2C1)OC)=O (2-piperidinomethyl-5-methoxy-1-indanone hydrochloride). Run in O (water), O (water), Cl (hydrochloric acid). Yields the product C(#N)CC1C(C2=CC=C(C=C2C1)OC)=O (2-cyanomethyl-5-methoxy-1-indanone). RXN SMILES: Cl.N1([CH2:8][CH:9]2[CH2:17][C:16]3[C:11](=[CH:12][CH:13]=[C:14]([O:18][CH3:19])[CH:15]=3)[C:10]2=[O:20])CCCCC1.[C-:21]#[N:22].[K+]>O.Cl>[C:21]([CH2:8][CH:9]1[CH2:17][C:16]2[C:11](=[CH:12][CH:13]=[C:14]([O:18][CH3:19])[CH:15]=2)[C:10]1=[O:20])#[N:22] |f:0.1,2.3|. Procedure: The starting material is prepared as follows: To the solution of 47.5 g of 2-piperidinomethyl-5-methoxy-1-indanone hydrochloride (m.p. 177°-180°) in 290 ml of water, 13.5 ml of concentrated hydrochloric acid are added, followed by the slow addition of the solution of 21 g of potassium cyanide in 160 ml of water, which is introduced below the surface of the liquid. The mixture is refluxed for 21/2 hours, cooled, the resulting precipitate filtered off and dried, to yield the 2-cyanomethyl-5-methox... Yields the product [Si](C)(C)(C(C)(C)C)OC1OCC2=C(C(=CC=C12)C(C(C)(C)N1CCC2(CCNC2=O)CC1)O)C (8-(1-(1-((tert-butyldimethylsilyl)oxy)-4-methyl-1,3-dihydroisobenzofuran-5-yl)-1-hydroxy-2-methylpropan-2-yl)-2,8-diazaspiro[4.5]decan-1-one). Reactants: BrC=1C(=C2COC(C2=CC1)O[Si](C)(C)C(C)(C)C)C (((5-bromo-4-methyl-1,3-dihydroisobenzofuran-1-yl)oxy)(tert-butyl)dimethylsilan), [Li+].CCC[CH2-] (N-butyllithium), CC(C=O)(C)N1CCC2(CCNC2=O)CC1 (2-methyl-2-(1-oxo-2,8-diazaspiro[4.5]decan-8-yl)propanal). RXN SMILES: Br[C:2]1[C:3]([CH3:19])=[C:4]2[C:8](=[CH:9][CH:10]=1)[CH:7]([O:11][Si:12]([C:15]([CH3:18])([CH3:17])[CH3:16])([CH3:14])[CH3:13])[O:6][CH2:5]2.[Li+].CCC[CH2-].[CH3:25][C:26]([N:30]1[CH2:40][CH2:39][C:33]2([C:37](=[O:38])[NH:36][CH2:35][CH2:34]2)[CH2:32][CH2:31]1)([CH3:29])[CH:27]=[O:28]>O1CCCC1>[Si:12]([O:11][CH:7]1[C:8]2[C:4](=[C:3]([CH3:19])[C:2]([CH:27]([OH:28])[C:26]([N:30]3[CH2:40][CH2:39][C:33]4([C:37](=[O:38])[NH:36][CH2:35][CH2:34]4)[CH2:32][CH2:31]3)([CH3:29])[CH3:25])=[CH:10][CH:9]=2)[CH2:5][O:6]1)([C:15]([CH3:18])([CH3:17])[CH3:16])([CH3:14])[CH3:13] |f:1.2|. Conditions: temperature -78 celsius, time 15 minute. Reported procedure: To a solution of ((5-bromo-4-methyl-1,3-dihydroisobenzofuran-1-yl)oxy)(tert-butyl)dimethylsilan (3.9 g, 11.36 mmol) in tetrahydrofuran (50 ml) at −78° C. was added N-butyllithium (5.00 ml, 12.50 mmol). After 15 min, 2-methyl-2-(1-oxo-2,8-diazaspiro[4.5]decan-8-yl)propanal (0.892 g, 3.98 mmol) was added in one portion. The resulting solution was stirred at −78° C. for 3.5 h before being quenched by addition of methanol (6 mL) and saturated sodium bicarbonate (100 mL). The mixture was extracted wi... Run in O1CCCC1 (tetrahydrofuran). The reactants are C(C=C)C=1C(=NC=2N(C1C)C=C(N2)C(=O)NN)OC (6-allyl-7-methoxy-5-methylimidazo[1,2-a]pyrimidine-2-carbohydrazide), C(C)(OCC)(OCC)OCC (triethyl orthoacetate). Product: C(C=C)C=1C(=NC=2N(C1C)C=C(N2)C=2OC(=NN2)C)OC (6-allyl-7-methoxy-5-methyl-2-(5-methyl-1,3,4-oxadiazol-2-yl)imidazo[1,2-a]pyrimidine). RXN SMILES: [CH2:1]([C:4]1[C:5]([O:18][CH3:19])=[N:6][C:7]2[N:8]([CH:11]=[C:12]([C:14]([NH:16][NH2:17])=[O:15])[N:13]=2)[C:9]=1[CH3:10])[CH:2]=[CH2:3].[C:20](OCC)(OCC)(OCC)[CH3:21]>>[CH2:1]([C:4]1[C:5]([O:18][CH3:19])=[N:6][C:7]2[N:8]([CH:11]=[C:12]([C:14]3[O:15][C:20]([CH3:21])=[N:17][N:16]=3)[N:13]=2)[C:9]=1[CH3:10])[CH:2]=[CH2:3]. Procedure details: A mixture of 3.58 g of 6-allyl-7-methoxy-5-methylimidazo[1,2-a]pyrimidine-2-carbohydrazide and 25 cm3of triethyl orthoacetate was heated at 150°-180° C. for 16 hours. The mixture was then cooled and evaporated to dryness and the resulting crude product purified by flash chromatography to obtain 1.47 g of 6-allyl-7-methoxy-5-methyl-2-(5-methyl-1,3,4-oxadiazol-2-yl)imidazo[1,2-a]pyrimidine.